From a dataset of the Open Reaction Database (ORD), a public repository of structured organic reaction records. describe an organic reaction: reactants, conditions, products, and yield Reactants: C(C1=CC=CC=C1)OC1=CC=C(C=C1)C[C@H](C(=O)N(C1=CC=CC=C1)C(C(N)=O)(C1=CC=C(C=C1)OC)C(C)C)NC(=O)NC1=CC=CC=C1 ((R)-3-(4-Benzyloxy-phenyl)-N-[isopropyl-(4-methoxy-phenyl)-carbamoylmethyl]-N-phenyl-2-(3-phenyl-ureido)-propionamide). Reagents/catalysts: catalyst, [Pd] (Pd/C). Solvent: C(C)O (ethanol). Yields the product OC1=CC=C(C=C1)C[C@H](C(=O)N(C1=CC=CC=C1)C(C(N)=O)(C1=CC=C(C=C1)OC)C(C)C)NC(=O)NC1=CC=CC=C1 ((R)-3-(4-Hydroxy-phenyl)-N-[isopropyl-(4-methoxy-phenyl)-carbamoylmethyl]-N-phenyl-2-(3-phenyl-ureido)-propionamide). Isolated yield 90.5%. Reaction SMILES: C([O:8][C:9]1[CH:14]=[CH:13][C:12]([CH2:15][C@@H:16]([NH:41][C:42]([NH:44][C:45]2[CH:50]=[CH:49][CH:48]=[CH:47][CH:46]=2)=[O:43])[C:17]([N:19]([C:26]([CH:38]([CH3:40])[CH3:39])([C:30]2[CH:35]=[CH:34][C:33]([O:36][CH3:37])=[CH:32][CH:31]=2)[C:27](=[O:29])[NH2:28])[C:20]2[CH:25]=[CH:24][CH:23]=[CH:22][CH:21]=2)=[O:18])=[CH:11][CH:10]=1)C1C=CC=CC=1>C(O)C.[Pd]>[OH:8][C:9]1[CH:10]=[CH:11][C:12]([CH2:15][C@@H:16]([NH:41][C:42]([NH:44][C:45]2[CH:50]=[CH:49][CH:48]=[CH:47][CH:46]=2)=[O:43])[C:17]([N:19]([C:26]([CH:38]([CH3:39])[CH3:40])([C:30]2[CH:35]=[CH:34][C:33]([O:36][CH3:37])=[CH:32][CH:31]=2)[C:27](=[O:29])[NH2:28])[C:20]2[CH:21]=[CH:22][CH:23]=[CH:24][CH:25]=2)=[O:18])=[CH:13][CH:14]=1. Procedure details: A mixture of Example 14 (475 mg, 0.723 mmol) and 10% Pd/C (50 mg) in ethanol (30 mL) was stirred under an atmosphere of hydrogen for 2 h after which time a further batch of catalyst (50 mg) was added. After 6 h the solids were removed by filtration through celite to afford the crude titled product as a white foam (380 mg). TLC (3% methanol in methylene chloride) Rf =0.23. 1H NMR (300 MHz, CDCl3) d 0.97 (2×d, J=7.0 Hz, 6H), 2.62 (dd, J=13.0, 6.2 Hz, 1H), 2.97 (dd, J=13.0, 4.1 Hz, 1H), 3.64 (s, 3H...